This data is from the Open Reaction Database (ORD), a public repository of structured organic reaction records. The task is: describe an organic reaction: reactants, conditions, products, and yield The reactants are [H-].[H-].[H-].[H-].[Li+].[Al+3] (LAH), N1=CC(=CC2=CC=CC=C12)CCC(=O)OCC (ethyl 3-(3quinolyl)propionate), [C@@H]([C@H](C(=O)[O-])O)(C(=O)[O-])O.[Na+].[K+] (Rochelle salt). Run in CCOCC (ether). Reaction conditions: temperature 0 celsius, time 15 minute. Yields the product OCCCC=1C=NC2=CC=CC=C2C1 (3-(3-hydroxypropyl)quinoline). The yield is 85.0%. RXN SMILES: [N:1]1[C:10]2[C:5](=[CH:6][CH:7]=[CH:8][CH:9]=2)[CH:4]=[C:3]([CH2:11][CH2:12][C:13](OCC)=[O:14])[CH:2]=1.[H-].[H-].[H-].[H-].[Li+].[Al+3].[C@H](O)(C([O-])=O)[C@@H](O)C([O-])=O.[Na+].[K+]>CCOCC>[OH:14][CH2:13][CH2:12][CH2:11][C:3]1[CH:2]=[N:1][C:10]2[C:5]([CH:4]=1)=[CH:6][CH:7]=[CH:8][CH:9]=2 |f:1.2.3.4.5.6,7.8.9|. Reported procedure: To a cooled (0° C.) solution of ethyl 3-(3quinolyl)propionate (1.01 g, 4.4 mmol) in 20 ml of ether was added 2.6 ml (2.6 mmol) of 1M LAH solution at 0° C. After stirring at 0° C. for 15 min, the mixture was allowed to warm and stirred at 20° C. for 3 h, and Rochelle salt (equiv) was added. The mixture was extracted with methylene chloride, and the organic layer was dried over sodium sulfate, and concentrated in vacuo. The residue was purified by chromatography on silica (10 cm column, ethyl acet...